This data is from the Open Reaction Database (ORD), a public repository of structured organic reaction records. The task is: describe an organic reaction: reactants, conditions, products, and yield The reactants are CCN=C=NCCCN(C)C, CCN(C(C)C)C(C)C, Cl, NCC(=O)N1CCC(Oc2ccccc2Cl)CC1, CN(C)C=O, O, On1nnc2ccccc21, O=C(O)c1cnn(-c2ccccc2)c1. The product is O=C(NCC(=O)N1CCC(Oc2ccccc2Cl)CC1)c1cnn(-c2ccccc2)c1. RXN SMILES: [CH3:34][CH2:35][N:36]=[C:37]=[N:38][CH2:39][CH2:40][CH2:41][N:42]([CH3:43])[CH3:44].[CH:1]([N:2]([CH2:3][CH3:4])[CH:5]([CH3:6])[CH3:7])([CH3:8])[CH3:9].[ClH:45].[NH2:46][CH2:47][C:48](=[O:49])[N:50]1[CH2:51][CH2:52][CH:53]([O:56][c:57]2[c:58]([Cl:63])[cH:59][cH:60][cH:61][cH:62]2)[CH2:54][CH2:55]1.[O:64]=[CH:65][N:66]([CH3:67])[CH3:68].[OH2:69].[OH:24][n:25]1[c:26]2[c:27]([cH:28][cH:29][cH:30][cH:31]2)[n:32][n:33]1.[c:10]1(-[n:16]2[n:17][cH:18][c:19]([C:21](=[O:22])[OH:23])[cH:20]2)[cH:11][cH:12][cH:13][cH:14][cH:15]1>>[c:10]1(-[n:16]2[n:17][cH:18][c:19]([C:21](=[O:23])[NH:46][CH2:47][C:48](=[O:49])[N:50]3[CH2:51][CH2:52][CH:53]([O:56][c:57]4[c:58]([Cl:63])[cH:59][cH:60][cH:61][cH:62]4)[CH2:54][CH2:55]3)[cH:20]2)[cH:11][cH:12][cH:13][cH:14][cH:15]1. Reactants: C(#N)C1=C(C=CC=C1)C=1CC2CC(CC2C1)=O (5-(2-Cyano-phenyl)-3,3a,4,6a-tetrahydro-1H-pentalen-2-one), ethylene ketal, [OH-].[K+] (potassium hydroxide). The solvent is C(C)(C)(C)O (t-butanol). Yields the product O=C1CC2CC(CC2C1)C1=C(C(=O)N)C=CC=C1 (2-(5-oxo-octahydro-pentalen-2-yl)-benzamide). Isolated yield 111.0%. Reaction SMILES: [C:1]([C:3]1[CH:8]=[CH:7][CH:6]=[CH:5][C:4]=1[C:9]1[CH2:10][CH:11]2[CH:15]([CH:16]=1)[CH2:14][C:13](=[O:17])[CH2:12]2)#[N:2].[OH-:18].[K+]>C(O)(C)(C)C>[O:17]=[C:13]1[CH2:12][CH:11]2[CH:15]([CH2:16][CH:9]([C:4]3[CH:5]=[CH:6][CH:7]=[CH:8][C:3]=3[C:1]([NH2:2])=[O:18])[CH2:10]2)[CH2:14]1 |f:1.2|. Procedure: 5-(2-Cyano-phenyl)-3,3a,4,6a-tetrahydro-1H-pentalen-2-one, ethylene ketal (0.25 g, 0.935 mmol) and powdered potassium hydroxide (0.5 g, 8.9 mmol) in t-butanol (5 mL0 were refluxed for 2 hours. After concentration, the reaction was partitioned between ethyl acetate and water. The organic phase was washed with brine, dried over magnesium sulfate and concentrated to give 0.296 g (111%) 2-(5-oxo-octahydro-pentalen-2-yl)-benzamide, ethylene ketal as light yellow oil which solidified upon standing. A ... Reactants: ClC1=NC=C(C(=O)Cl)C=C1 (6-chloronicotinoyl chloride), [N+](=O)([O-])C1=C(N)C=CC(=C1[N+](=O)[O-])OC (2,3-dinitro-4-methoxyaniline). Yields the product ClC1=CC=C(C=N1)C(=O)NC1=C(C(=C(C=C1)OC)[N+](=O)[O-])[N+](=O)[O-] (6-Chloro-N-(2,3-dinitro-4-methoxyphenyl)-3-pyridinecarboxamide). Reaction SMILES: [Cl:1][C:2]1[CH:10]=[CH:9][C:5]([C:6](Cl)=[O:7])=[CH:4][N:3]=1.[N+:11]([C:14]1[C:20]([N+:21]([O-:23])=[O:22])=[C:19]([O:24][CH3:25])[CH:18]=[CH:17][C:15]=1[NH2:16])([O-:13])=[O:12]>>[Cl:1][C:2]1[N:3]=[CH:4][C:5]([C:6]([NH:16][C:15]2[CH:17]=[CH:18][C:19]([O:24][CH3:25])=[C:20]([N+:21]([O-:23])=[O:22])[C:14]=2[N+:11]([O-:13])=[O:12])=[O:7])=[CH:9][CH:10]=1. Reported procedure: The title compound was prepared from 6-chloronicotinoyl chloride and 2,3-dinitro-4-methoxyaniline as a white solid as described in Example 1. 1H NMR (CDCl3): 9.99 (s, 1H), 8.96 (d, J=2.4, 1H), 8.77 (d, J=9.3, 1H), 8.18-8.14 (m, 1H), 7.53 (d, J=9.0, 1H), 7.45 (d, J=9.3, 1H), 4.02 (s, 3H).